This data is from the Open Reaction Database (ORD), a public repository of structured organic reaction records. The task is: describe an organic reaction: reactants, conditions, products, and yield The reactants are BrC=1C=C(C=O)C=C(C1)C(F)(F)F (3-bromo-5-(trifluoromethyl)benzaldehyde), CN(C)C=O (DMF). The reagents and catalysts are C=1C=CC(=CC1)[P](C=2C=CC=CC2)(C=3C=CC=CC3)[Pd]([P](C=4C=CC=CC4)(C=5C=CC=CC5)C=6C=CC=CC6)([P](C=7C=CC=CC7)(C=8C=CC=CC8)C=9C=CC=CC9)[P](C=1C=CC=CC1)(C=1C=CC=CC1)C=1C=CC=CC1 (Pd(PPh3)4), [C-]#N.[Zn+2].[C-]#N (zinc cyanide). The solvent is CCOCC (ether). Conditions: temperature 90 celsius. The product is C(=O)C=1C=C(C#N)C=C(C1)C(F)(F)F (3-formyl-5-(trifluoromethyl)benzonitrile). As a reaction SMILES: Br[C:2]1[CH:3]=[C:4]([CH:7]=[C:8]([C:10]([F:13])([F:12])[F:11])[CH:9]=1)[CH:5]=[O:6].[CH3:14][N:15](C=O)C>CCOCC.[C-]#N.[Zn+2].[C-]#N.C1C=CC([P]([Pd]([P](C2C=CC=CC=2)(C2C=CC=CC=2)C2C=CC=CC=2)([P](C2C=CC=CC=2)(C2C=CC=CC=2)C2C=CC=CC=2)[P](C2C=CC=CC=2)(C2C=CC=CC=2)C2C=CC=CC=2)(C2C=CC=CC=2)C2C=CC=CC=2)=CC=1>[CH:5]([C:4]1[CH:3]=[C:2]([CH:9]=[C:8]([C:10]([F:13])([F:12])[F:11])[CH:7]=1)[C:14]#[N:15])=[O:6] |f:3.4.5,^1:32,34,53,72|. Procedure: To 3-bromo-5-(trifluoromethyl)benzaldehyde (1.0 gm, 3.95 mmol) in DMF (10 ml), zinc cyanide (278 mg, 2.37 mmol) was added followed by Pd(PPh3)4 (365 mg, 0.32 mmol) was added and heated at 90° C. for 5 h. Then the reaction mixture was cooled, diluted with ether and quenched with aqueous ammonium hydroxide solution. Then the reaction mixture was partitioned between water and ether. Organic layer was dried, evaporated and column purified (10% ethylacetate/90% hexanes) to yield 400 mg of 3-formyl-5-... The reactants are N1CCSCC1 (Thiomorpholine), C(C)(C)(C)NC(=O)C1=C(C2=C(N=C(N=C2C2=CC(=CC=C2)NC(=O)OC2=CC=C(C=C2)[N+](=O)[O-])C2=CC=CC=C2)S1)N (tert-butyl 5-amino-2-phenyl-4-(3-(p-nitro-phenoxycarbonylamino)-phenyl)-thieno[2,3-d]pyrimidine-6-carboxamide). Solvent: ClCCl (dichloromethane), C(Cl)Cl (CH2Cl2). Conditions: time 8 hour. Yields the product C(C)(C)(C)NC(=O)C1=C(C2=C(N=C(N=C2C2=CC(=CC=C2)NC(=O)N2CCSCC2)C2=CC=CC=C2)S1)N (tert-Butyl 5-amino-2-phenyl-4-(3-((thiomorpholin-4-yl)-carbonylamino)-phenyl)-thieno[2,3-d]pyrimidine-6-carboxamide). As a reaction SMILES: [NH:1]1[CH2:6][CH2:5][S:4][CH2:3][CH2:2]1.[C:7]([NH:11][C:12]([C:14]1[S:47][C:17]2[N:18]=[C:19]([C:41]3[CH:46]=[CH:45][CH:44]=[CH:43][CH:42]=3)[N:20]=[C:21]([C:22]3[CH:27]=[CH:26][CH:25]=[C:24]([NH:28][C:29](OC4C=CC([N+]([O-])=O)=CC=4)=[O:30])[CH:23]=3)[C:16]=2[C:15]=1[NH2:48])=[O:13])([CH3:10])([CH3:9])[CH3:8]>ClCCl>[C:7]([NH:11][C:12]([C:14]1[S:47][C:17]2[N:18]=[C:19]([C:41]3[CH:42]=[CH:43][CH:44]=[CH:45][CH:46]=3)[N:20]=[C:21]([C:22]3[CH:27]=[CH:26][CH:25]=[C:24]([NH:28][C:29]([N:1]4[CH2:6][CH2:5][S:4][CH2:3][CH2:2]4)=[O:30])[CH:23]=3)[C:16]=2[C:15]=1[NH2:48])=[O:13])([CH3:10])([CH3:8])[CH3:9]. Procedure: Thiomorpholine (300 μl) was added to a solution of tert-butyl 5-amino-2-phenyl-4-(3-(p-nitro-phenoxycarbonylamino)-phenyl)-thieno[2,3-d]pyrimidine-6-carboxamide (example 31(h), 150 mg) in dichloromethane (5 ml) and the reaction mixture was stirred at room temperature overnight. Subsequently, the reaction mixture was diluted with CH2Cl2 and washed with H2O. The organic layer was concentrated under reduced pressure. The title compound was purified by HPLC using a Luna C-18 column with the followin... The reactants are C(CC)(=O)Cl (Propionyl chloride), C(CC)NC1COC2=CC=CC=C2C1 (3-(N-n-propylamino)chroman). Run in C(Cl)Cl (CH2Cl2), [OH-].[Na+] (NaOH). Reaction conditions: time 30 minute. The product is C(CC)(=O)N(CCC)C1COC2=CC=CC=C2C1 (3-(N-propionyl-N-n-propylamino)chroman). Isolated yield 61.9%. RXN SMILES: [C:1](Cl)(=[O:4])[CH2:2][CH3:3].[CH2:6]([NH:9][CH:10]1[CH2:19][C:18]2[C:13](=[CH:14][CH:15]=[CH:16][CH:17]=2)[O:12][CH2:11]1)[CH2:7][CH3:8]>C(Cl)Cl.[OH-].[Na+]>[C:1]([N:9]([CH:10]1[CH2:19][C:18]2[C:13](=[CH:14][CH:15]=[CH:16][CH:17]=2)[O:12][CH2:11]1)[CH2:6][CH2:7][CH3:8])(=[O:4])[CH2:2][CH3:3] |f:3.4|. Procedure details: Propionyl chloride (2.8 g, 29 mmol) was added to a mixture of 15 (1.2 g, 6.4 mmol) in CH2Cl2 and 5% aqueous NaOH. The mixture was stirred for 30 min and separated. The organic layer was extracted with water, separated and dried (MgSO4). The crude product was chromatographed (SiO2) with light petroleum-ether (2:1) as eluant yielding 0.98 g (62%) of 3-(N-propionyl-N-n-propylamino)chroman (16). Starting materials: N1C(C2(C3=CC=CC=C13)COC1=CC=3CCCOC3C=C12)=O (7,8-dihydro-6H-spiro[furo[2,3-g]chromene-3,3′-indol]-2′(1′H)-one), FC1=C2C(=CC3=C1OCCO3)OCC23C(NC2=CC=CC=C32)=O (9-fluoro-2,3-dihydro-spiro[furo[2,3-g][1,4]benzodioxine-8,3′-indol]-2′(1′H)-one). Product: N1=C(C=CC=C1)CN1C(C2(C3=CC=CC=C13)COC1=CC=3CCCOC3C=C12)=O (1′-(pyridin-2-ylmethyl)-7,8-dihydro-6H-spiro-[furo[2,3-g]chromene-3,3′-indol]-2′(1′H)-one). RXN SMILES: [NH:1]1[C:9]2[C:4](=[CH:5][CH:6]=[CH:7][CH:8]=2)[C:3]2([C:21]3[C:12](=[CH:13][C:14]4[CH2:15][CH2:16][CH2:17][O:18][C:19]=4[CH:20]=3)[O:11][CH2:10]2)[C:2]1=[O:22].FC1C2OCCOC=2C=C2OCC3([C:44]4[C:39](=[CH:40][CH:41]=[CH:42][CH:43]=4)[NH:38]C3=O)C=12>>[N:38]1[CH:41]=[CH:42][CH:43]=[CH:44][C:39]=1[CH2:40][N:1]1[C:9]2[C:4](=[CH:5][CH:6]=[CH:7][CH:8]=2)[C:3]2([C:21]3[C:12](=[CH:13][C:14]4[CH2:15][CH2:16][CH2:17][O:18][C:19]=4[CH:20]=3)[O:11][CH2:10]2)[C:2]1=[O:22]. Procedure: Following the procedure as described in EXAMPLE 5.25 and making non-critical variations using 7,8-dihydro-6H-spiro[furo[2,3-g]chromene-3,3′-indol]-2′(1′H)-one to replace 9-fluoro-2,3-dihydro-spiro[furo[2,3-g][1,4]benzodioxine-8,3′-indol]-2′(1′H)-one, 1′-(pyridin-2-ylmethyl)-7,8-dihydro-6H-spiro-[furo[2,3-g]chromene-3,3′-indol]-2′(1′H)-one was obtained (87%) as an off-white solid: 1H NMR (300 MHz, DMSO-d6) δ8.46 (d, J=4.8 Hz, 1H), 7.71-7.77 (m, 1H), 7.37-6.88 (m, 6H), 6.64 (s, 1H), 6.18 (s, 1H), ... The reactants are BrC=1C(=NC(=C(C1)[N+](=O)[O-])C)O (3-bromo-6-methyl-5-nitro-pyridin-2-ol), FC(C(O)C1=CC=C(C=C1)C(F)(F)F)(F)F (2,2,2-trifluoro-1-[4-(trifluoromethyl)phenyl]ethanol), C1(=CC=CC=C1)P(C1=CC=CC=C1)C1=CC=CC=C1 (triphenylphosphine), [N+](=[N-])(C(=O)OC(C)C)C(=O)OC(C)C (DIAD). Run in C1CCOC1 (THF). Reaction conditions: temperature 60 celsius, time 6 hour. Product: BrC=1C=C(C(=NC1OC(C(F)(F)F)C1=CC=C(C=C1)C(F)(F)F)C)[N+](=O)[O-] (5-Bromo-2-methyl-3-nitro-6-[2,2,2-trifluoro-1-[4-(trifluoromethyl)phenyl]ethoxy]pyridine). Yield: 36.6%. RXN SMILES: [Br:1][C:2]1[C:3]([OH:12])=[N:4][C:5]([CH3:11])=[C:6]([N+:8]([O-:10])=[O:9])[CH:7]=1.[F:13][C:14]([F:28])([F:27])[CH:15]([C:17]1[CH:22]=[CH:21][C:20]([C:23]([F:26])([F:25])[F:24])=[CH:19][CH:18]=1)O.C1(P(C2C=CC=CC=2)C2C=CC=CC=2)C=CC=CC=1.[N+](C(OC(C)C)=O)(C(OC(C)C)=O)=[N-]>C1COCC1>[Br:1][C:2]1[CH:7]=[C:6]([N+:8]([O-:10])=[O:9])[C:5]([CH3:11])=[N:4][C:3]=1[O:12][CH:15]([C:17]1[CH:18]=[CH:19][C:20]([C:23]([F:24])([F:25])[F:26])=[CH:21][CH:22]=1)[C:14]([F:28])([F:27])[F:13]. Procedure details: To a stirring suspension of 3-bromo-6-methyl-5-nitro-pyridin-2-ol (0.25 g, 1.07 mmol) in THF (7 mL), 2,2,2-trifluoro-1-[4-(trifluoromethyl)phenyl]ethanol (0.39 g, 1.61 mmol, 1.5 equiv) and triphenylphosphine (0.42 g, 1.61 mmol, 1.5 eq) were added at room temperature under inert atmosphere (Ar). To this mixture, DIAD (diisopropyl diazodicarboxylate) (0.33 mL, 1.61 mmol, 1.5 eq) was added dropwise over 10 minutes while keeping the temperature below 40° C. The reaction mixture was stirred for 6 h u... Starting materials: ClCCl, O=S(=O)(Cl)c1ccc(F)cc1F, Nc1nccs1, c1ccncc1. The product is O=S(=O)(Nc1nccs1)c1ccc(F)cc1F. RXN SMILES: [CH2:25]([Cl:26])[Cl:27].[F:13][c:14]1[c:15]([S:21](=[O:22])(=[O:23])[Cl:24])[cH:16][cH:17][c:18]([F:20])[cH:19]1.[NH2:1][c:2]1[s:3][cH:4][cH:5][n:6]1.[cH:7]1[cH:8][cH:9][n:10][cH:11][cH:12]1>>[NH:1]([c:2]1[s:3][cH:4][cH:5][n:6]1)[S:21]([c:15]1[c:14]([F:13])[cH:19][c:18]([F:20])[cH:17][cH:16]1)(=[O:22])=[O:23].